From a dataset of the Open Reaction Database (ORD), a public repository of structured organic reaction records. describe an organic reaction: reactants, conditions, products, and yield Starting materials: CCCCN(CCCC)CCCC, CCCC[N+](CCCC)(CCCC)CCCC, C=CC1COC(C)(C)O1, CN(C)C=O, [Cl-], Fc1cccc(CSc2nc(Cl)cc(Cl)n2)c1F, O=C(C=Cc1ccccc1)C=Cc1ccccc1, O=C(C=Cc1ccccc1)C=Cc1ccccc1, O=C(C=Cc1ccccc1)C=Cc1ccccc1, [Pd], [Pd]. The product is CC1(C)OCC(C=Cc2cc(Cl)nc(SCc3cccc(F)c3F)n2)O1. RXN SMILES: [CH2:28]([N:29]([CH2:30][CH2:31][CH2:32][CH3:33])[CH2:34][CH2:35][CH2:36][CH3:37])[CH2:38][CH2:39][CH3:40].[CH2:42]([N+:43]([CH2:44][CH2:45][CH2:46][CH3:47])([CH2:48][CH2:49][CH2:50][CH3:51])[CH2:52][CH2:53][CH2:54][CH3:55])[CH2:56][CH2:57][CH3:58].[CH3:19][C:20]1([CH3:27])[O:21][CH2:22][CH:23]([CH:25]=[CH2:26])[O:24]1.[CH3:59][N:60]([CH3:61])[CH:62]=[O:63].[Cl-:41].[Cl:1][c:2]1[n:3][c:4]([S:9][CH2:10][c:11]2[c:12]([F:18])[c:13]([F:17])[cH:14][cH:15][cH:16]2)[n:5][c:6]([Cl:8])[cH:7]1.[O:102]=[C:103]([CH:104]=[CH:105][c:106]1[cH:107][cH:108][cH:109][cH:110][cH:111]1)[CH:112]=[CH:113][c:114]1[cH:115][cH:116][cH:117][cH:118][cH:119]1.[O:66]=[C:67]([CH:68]=[CH:69][c:70]1[cH:71][cH:72][cH:73][cH:74][cH:75]1)[CH:76]=[CH:77][c:78]1[cH:79][cH:80][cH:81][cH:82][cH:83]1.[O:84]=[C:85]([CH:86]=[CH:87][c:88]1[cH:89][cH:90][cH:91][cH:92][cH:93]1)[CH:94]=[CH:95][c:96]1[cH:97][cH:98][cH:99][cH:100][cH:101]1.[Pd:64].[Pd:65]>>[c:2]1([CH:26]=[CH:25][CH:23]2[CH2:22][O:21][C:20]([CH3:19])([CH3:27])[O:24]2)[n:3][c:4]([S:9][CH2:10][c:11]2[c:12]([F:18])[c:13]([F:17])[cH:14][cH:15][cH:16]2)[n:5][c:6]([Cl:8])[cH:7]1. Yields the product C(=O)(C(F)(F)F)O (TFA), FC(C=1C=C(C=CC1)NC(=O)N1C=CC2=CC(=CC=C12)OC=1C2=C(N=CN1)CN(C2)CC(=O)O)(F)F ({4-[1-(3-Trifluoromethyl-phenylcarbamoyl)-1H-indol-5-yloxy]-5,7-dihydro-pyrrolo[3,4-d]pyrimidin-6-yl}-acetic acid). Starting materials: N1=CN=C(C2=C1CNC2)OC=2C=C1C=CN(C1=CC2)C(=O)NC2=CC(=CC=C2)C(F)(F)F (5-(6,7-dihydro-5H-pyrrolo[3,4-d]pyrimidin-4-yloxy)-N-(3-(trifluoromethyl)phenyl)-1H-indole-1-carboxamide), CN(C)C=O (DMF), BrCC(=O)OC(C)(C)C (t-butyl bromoacetate), TEA. Isolated yield 0.1%. As a reaction SMILES: [N:1]1[C:6]2[CH2:7][NH:8][CH2:9][C:5]=2[C:4]([O:10][C:11]2[CH:12]=[C:13]3[C:17](=[CH:18][CH:19]=2)[N:16]([C:20]([NH:22][C:23]2[CH:28]=[CH:27][CH:26]=[C:25]([C:29]([F:32])([F:31])[F:30])[CH:24]=2)=[O:21])[CH:15]=[CH:14]3)=[N:3][CH:2]=1.Br[CH2:34][C:35]([O:37]C(C)(C)C)=[O:36].CN([CH:45]=[O:46])C>>[C:45]([OH:46])([C:29]([F:32])([F:31])[F:30])=[O:36].[F:32][C:29]([F:31])([F:30])[C:25]1[CH:24]=[C:23]([NH:22][C:20]([N:16]2[C:17]3[C:13](=[CH:12][C:11]([O:10][C:4]4[C:5]5[CH2:9][N:8]([CH2:34][C:35]([OH:37])=[O:36])[CH2:7][C:6]=5[N:1]=[CH:2][N:3]=4)=[CH:19][CH:18]=3)[CH:14]=[CH:15]2)=[O:21])[CH:28]=[CH:27][CH:26]=1. Reported procedure: 5-(6,7-dihydro-5H-pyrrolo[3,4-d]pyrimidin-4-yloxy)-N-(3-(trifluoromethyl)phenyl)-1H-indole-1-carboxamide (121.9 mg, 0.277 mmol) is dissolved in DMF (5 mL) and TEA (200 μl, 1.435 mmol) is added followed by t-butyl bromoacetate (101 μl, 0.693 mmol). The solution is stirred at rt overnight. The reaction is concentrated and then diluted with DCM (10 mL) and cooled to 0° C. TFA (5 mL) is then added and the ice bath is removed and the reaction is stirred at room temperature. The reaction is concentrat... Run at time 8 hour. The reactants are [OH-].[Na+] (NaOH), C(CCC)OC1=CC=C(C=C1)C1=NC=C(C=N1)C(=O)[O-] (4-butyloxyphenyl-5-pyrimidinecarboxylate), Cl (hydrochloric acid). As a reaction SMILES: [OH-].[Na+].[CH2:3]([O:7][C:8]1[CH:13]=[CH:12][C:11]([C:14]2[N:19]=[CH:18][C:17]([C:20]([O-:22])=[O:21])=[CH:16][N:15]=2)=[CH:10][CH:9]=1)[CH2:4][CH2:5][CH3:6].Cl>>[CH2:3]([O:7][C:8]1[CH:9]=[CH:10][C:11]([C:14]2[N:19]=[CH:18][C:17]([C:20]([OH:22])=[O:21])=[CH:16][N:15]=2)=[CH:12][CH:13]=1)[CH2:4][CH2:5][CH3:6] |f:0.1|. Procedure: NaOH aqueous solution was added to ethyl-2-(4-butyloxyphenyl)-5-pyrimidinecarboxylate (VI), followed by heating the mixture, adding hydrochloric acid, filtering off the resulting precipitates, and drying to obtain 2-(4-butyloxyphenyl)-5-pyrimidinecarboxylic acid (VII). This compound (VII) (1.0 g, 3.7 mmols), 4-dimethylaminopyridine (0.2 g), N,N'-dicyclohexylcarbodiimide (1.7 g) and 3-chloro-4-fluorophenol (0.7 g) were dissolved in dichloromethane (30 ml), followed by agitating the solution for 5... The product is C(CCC)OC1=CC=C(C=C1)C1=NC=C(C=N1)C(=O)O (2-(4-butyloxyphenyl)-5-pyrimidinecarboxylic acid). Reactants: IC=1C=C2CN(C(N(C2=CC1)C)=O)C (6-iodo-1,3-dimethyl-2-oxo-1,2,3,4-tetrahydroquinazoline), O[C@]1(C[C@@H](OCC1)C)C=1C=C(SC1)S ((2S,4R)-4-hydroxy-4-(2-mercaptothien-4-yl)-2-methyltetrahydropyran). Yields the product O[C@]1(C[C@@H](OCC1)C)C=1C=C(SC1)SC=1C=C2CN(C(N(C2=CC1)C)=O)C ((2S,4R)-4-hydroxy-2-methyl-4-[2-(1,3-dimethyl-2-oxo-1,2,3,4-tetrahydroquinazolin-6-ylthio)thien-4-yl]tetrahydropyran). The yield is 74.0%. Reaction SMILES: I[C:2]1[CH:3]=[C:4]2[C:9](=[CH:10][CH:11]=1)[N:8]([CH3:12])[C:7](=[O:13])[N:6]([CH3:14])[CH2:5]2.[OH:15][C@:16]1([C:23]2[CH:24]=[C:25]([SH:28])[S:26][CH:27]=2)[CH2:21][CH2:20][O:19][C@@H:18]([CH3:22])[CH2:17]1>>[OH:15][C@:16]1([C:23]2[CH:24]=[C:25]([S:28][C:2]3[CH:3]=[C:4]4[C:9](=[CH:10][CH:11]=3)[N:8]([CH3:12])[C:7](=[O:13])[N:6]([CH3:14])[CH2:5]4)[S:26][CH:27]=2)[CH2:21][CH2:20][O:19][C@@H:18]([CH3:22])[CH2:17]1. Reported procedure: Using an analogous procedure to that described in Example 5, 6-iodo-1,3-dimethyl-2-oxo-1,2,3,4-tetrahydroquinazoline was reacted with (2S,4R)-4-hydroxy-4-(2-mercaptothien-4-yl)-2-methyltetrahydropyran to give (2S,4R)-4-hydroxy-2-methyl-4-[2-(1,3-dimethyl-2-oxo-1,2,3,4-tetrahydroquinazolin-6-ylthio)thien-4-yl]tetrahydropyran in 74% yield as a gum; Reactants: ClC=1C=CC(=C(C1)NCCN(C)C)[N+](=O)[O-] (N-(5-Chloro-2-nitrophenyl)-N',N'-dimethylethylenediamine), C(C)(=O)OCC (ethyl acetate). Reagents/catalysts: [Ni] (Raney nickel). Conditions: temperature 5 celsius, time 1 hour. Product: ClC=1C=CC(=C(C1)N(CCN(C)C)C(=O)OCC)NC(=O)OCC (N-(5-chloro-2-ethoxycarbonylaminophenyl)-N-ethoxycarbonyl-N',N'-dimethylethylenediamine). Reaction SMILES: [Cl:1][C:2]1[CH:3]=[CH:4][C:5]([N+:14]([O-])=O)=[C:6]([NH:8][CH2:9][CH2:10][N:11]([CH3:13])[CH3:12])[CH:7]=1.[C:17]([O:20][CH2:21][CH3:22])(=[O:19])C>[Ni]>[Cl:1][C:2]1[CH:3]=[CH:4][C:5]([NH:14][C:17]([O:20][CH2:21][CH3:22])=[O:19])=[C:6]([N:8]([C:17]([O:20][CH2:21][CH3:22])=[O:19])[CH2:9][CH2:10][N:11]([CH3:13])[CH3:12])[CH:7]=1. Reported procedure: To a solution of N-(5-Chloro-2-nitrophenyl)-N',N'-dimethylethylenediamine (1.02 g) in ethyl acetate (10 ml) was added Raney nickel and the reaction mixture was stirred under a hydrogen atmosphere at atmospheric pressure at 5° C. for 1 hour. The reaction mixture was then filtered and the solvent was distilled off under reduced pressure. The residue was dissolved in dichloromethane (15 ml), followed by dropwise addition of triethylamine (1.28 g) and ethyl chloroformate (1.14 g) in turn at 5° C. wi... RXN SMILES: [CH3:13][Al:14]([CH3:15])[CH3:16].[CH3:1][O:2][c:3]1[c:4]([CH2:5][NH2:6])[cH:7][cH:8][c:9]([O:11][CH3:12])[cH:10]1.[CH3:35][c:36]1[cH:37][cH:38][cH:39][cH:40][cH:41]1.[CH3:42][CH2:43][O:44][C:45](=[O:46])[CH3:47].[CH3:48][C:49]#[N:50].[N+:17](=[O:18])([O-:19])[c:20]1[cH:21][cH:22][c:23](-[c:26]2[c:27]([C:31](=[O:32])[O:33][CH3:34])[nH:28][cH:29][cH:30]2)[cH:24][cH:25]1>>[CH3:1][O:2][c:3]1[c:4]([CH2:5][NH:6][C:31]([c:27]2[c:26](-[c:23]3[cH:22][cH:21][c:20]([N+:17](=[O:18])[O-:19])[cH:25][cH:24]3)[cH:30][cH:29][nH:28]2)=[O:32])[cH:7][cH:8][c:9]([O:11][CH3:12])[cH:10]1. Starting materials: C[Al](C)C, COc1ccc(CN)c(OC)c1, Cc1ccccc1, CCOC(C)=O, CC#N, COC(=O)c1[nH]ccc1-c1ccc([N+](=O)[O-])cc1. Yields the product COc1ccc(CNC(=O)c2[nH]ccc2-c2ccc([N+](=O)[O-])cc2)c(OC)c1. Reactants: C(CC(O)(C(=O)O)CC(=O)O)(=O)O (Citric acid), C(C1=CC=CC=C1)OC[C@H](C(=O)O)NC(=O)OC(C)(C)C ((2R)-3-Benzyloxy-2-tert-butoxycarbonylaminopropionic acid), O1CCCC1 (tetrahydrofuran), [H-].[Na+] (sodium hydride), IC (iodomethane). Reaction conditions: temperature 0 celsius, time 3 day. Product: C(C1=CC=CC=C1)OC[C@H](C(=O)O)NCC(=O)OC(C)(C)C ((2R)-3-benzyloxy-2-(tert-butoxycarbonylmethylamino)propionic acid). Reaction SMILES: [CH2:1]([O:8][CH2:9][C@@H:10]([NH:14][C:15](OC(C)(C)C)=O)[C:11]([OH:13])=[O:12])[C:2]1[CH:7]=[CH:6][CH:5]=[CH:4][CH:3]=1.IC.[H-].[Na+].C(O)(=O)[CH2:27][C:28]([CH2:33]C(O)=O)([C:30](O)=O)[OH:29].[O:39]1CCC[CH2:40]1>>[CH2:1]([O:8][CH2:9][C@@H:10]([NH:14][CH2:15][C:40]([O:29][C:28]([CH3:27])([CH3:30])[CH3:33])=[O:39])[C:11]([OH:13])=[O:12])[C:2]1[CH:3]=[CH:4][CH:5]=[CH:6][CH:7]=1 |f:2.3|. Procedure: (2R)-3-Benzyloxy-2-tert-butoxycarbonylaminopropionic acid (7.0 g; 23.7 mmol) was dissolved in dry tetrahydrofuran and iodomethane (11.9 mL; 189 mmol) was added. The reaction mixture was cooled to 0° C. and sodium hydride (60% in mineral oil) (2.73 g; 71 mmol) was added. The reaction mixture was left 3 days without stirring at 0° C. Citric acid (5%) was added until pH 2.5. Tetrahydrofuran was removed in vacuo and the residue was extracted with methylene chloride (3×100 mL). The organic phase was ...